Dataset: the Open Reaction Database (ORD), a public repository of structured organic reaction records. Task: describe an organic reaction: reactants, conditions, products, and yield The reactants are C(C(=C)C)(=O)OC (methyl methacrylate), C=CC1=CC=CC=C1 (styrene), C(C=C)#N (acrylonitrile), C=CC1=CC=CC=C1 (styrene). The product is C(C(=C)C)(=O)OC.C=CC=C.C=CC1=CC=CC=C1 (methyl methacrylate butadiene-styrene copolymer). Reaction SMILES: [C:1]([O:6][CH3:7])(=[O:5])[C:2]([CH3:4])=[CH2:3].[CH2:8]=[CH:9][C:10]1[CH:15]=[CH:14][CH:13]=[CH:12][CH:11]=1.C(#N)C=C>>[C:1]([O:6][CH3:7])(=[O:5])[C:2]([CH3:4])=[CH2:3].[CH2:8]=[CH:9][CH:10]=[CH2:11].[CH2:8]=[CH:9][C:10]1[CH:15]=[CH:14][CH:13]=[CH:12][CH:11]=1 |f:3.4.5|. Reported procedure: The procedures of Referencial Example C-1 were repeated for the reaction except that 60 parts of a monomer mixture of 70% methyl methacrylate and 30% styrene was used in place of 60 parts of the monomer mixture of acrylonitrile and styrene, finally obtaining a powdery methyl methacrylate-butadiene-styrene copolymer. The reactants are FC1=CC=C(OC2=CC=C(C=C2)C(C(=O)OCC)(C(=O)[O-])C)C=C1 (Ethyl 2-[4-(4-fluorophenoxy)phenyl]-2-methylmalonate), [OH-].[Na+] (sodium hydroxide). Run in C(C)O (ethanol). Conditions: temperature 220 celsius. The product is FC1=CC=C(OC2=CC=C(C=C2)C(C(=O)O)C)C=C1 (2-[4-(4-fluorophenoxy)phenyl]propionic acid). RXN SMILES: [F:1][C:2]1[CH:24]=[CH:23][C:5]([O:6][C:7]2[CH:12]=[CH:11][C:10]([C:13](C)([C:19]([O-])=O)[C:14]([O:16]CC)=[O:15])=[CH:9][CH:8]=2)=[CH:4][CH:3]=1.[OH-].[Na+]>C(O)C>[F:1][C:2]1[CH:3]=[CH:4][C:5]([O:6][C:7]2[CH:12]=[CH:11][C:10]([CH:13]([CH3:19])[C:14]([OH:16])=[O:15])=[CH:9][CH:8]=2)=[CH:23][CH:24]=1 |f:1.2|. Procedure details: Ethyl 2-[4-(4-fluorophenoxy)phenyl]-2-methylmalonate (19.6 g.) was refluxed for 1 hour with a mixture of 2.5N aqueous sodium hydroxide (114 ml.) and ethanol (57 ml.). After cooling and acidification with 5N hydrochloric acid, the resulting oil was extracted into ether. The extract was washed with water, dried and the ether distilled. The residue of crude 2-[4-(4-fluorophenoxy)phenyl]-2-methylmalonic acid was decarboxylated by heating for 20 minutes at 220°C. The product was recrystallised severa... Reaction SMILES: [C:1]([O:10][CH2:11][C@@H:12]([O:42][C:43](=[O:51])[CH2:44][CH2:45][CH2:46][CH2:47][CH2:48][CH2:49][CH3:50])[CH2:13][S:14][CH2:15][C@H:16]([NH:24][C:25]([O:27][CH2:28][CH:29]1[C:41]2[CH:40]=[CH:39][CH:38]=[CH:37][C:36]=2[C:35]2[C:30]1=[CH:31][CH:32]=[CH:33][CH:34]=2)=[O:26])[C:17]([O:19]C(C)(C)C)=[O:18])(=[O:9])[CH2:2][CH2:3][CH2:4][CH2:5][CH2:6][CH2:7][CH3:8].C(O[C@H](COC(=O)CCCCCCCCCCC)CSC[C@@H](C(O)=O)NC(=O)OCC1C2C=CC=CC=2C2C1=CC=CC=2)(=O)CCCCCCCCCCC>>[CH:31]1[C:30]2[CH:29]([CH2:28][O:27][C:25](=[O:26])[NH:24][C@H:16]([C:17]([OH:19])=[O:18])[CH2:15][S:14][CH2:13][C@H:12]([O:42][C:43](=[O:51])[CH2:44][CH2:45][CH2:46][CH2:47][CH2:48][CH2:49][CH3:50])[CH2:11][O:10][C:1](=[O:9])[CH2:2][CH2:3][CH2:4][CH2:5][CH2:6][CH2:7][CH3:8])[C:41]3[C:36](=[CH:37][CH:38]=[CH:39][CH:40]=3)[C:35]=2[CH:34]=[CH:33][CH:32]=1. Starting materials: C(CCCCCCC)(=O)OC[C@H](CSC[C@@H](C(=O)OC(C)(C)C)NC(=O)OCC1C2=CC=CC=C2C=2C=CC=CC12)OC(CCCCCCC)=O ((R)-3-((R)-2-(((9H-fluoren-9-yl)methoxy)carbonylamino)-3-tert-butoxy-3-oxopropylthio)propane-1,2-diyl dioctanoate), C(CCCCCCCCCCC)(=O)O[C@@H](CSC[C@H](NC(OCC1C2=CC=CC=C2C=2C=CC=CC12)=O)C(=O)O)COC(CCCCCCCCCCC)=O ((5R,9R)-9-(dodecanoyloxy)-1-(9H-fluoren-9-yl)-3,12-dioxo-2,11-dioxa-7-thia-4-azatricosane-5-carboxylic acid). Yields the product C1=CC=CC=2C3=CC=CC=C3C(C12)COC(N[C@@H](CSC[C@@H](COC(CCCCCCC)=O)OC(CCCCCCC)=O)C(=O)O)=O ((5R,9R)-1-(9H-fluoren-9-yl)-9-(octanoyloxy)-3,12-dioxo-2,11-dioxa-7-thia-4-azanonadecane-5-carboxylic acid). Procedure details: The product was prepared from (R)-3-((R)-2-(((9H-fluoren-9-yl)methoxy)carbonylamino)-3-tert-butoxy-3-oxopropylthio)propane-1,2-diyl dioctanoate by following the procedure described for compound 6. Reactants: C(CCC)S(=O)(=O)C=1N=CC2=C(N1)NC(C(=C2)OCC)=O (2-(Butane-1-sulfonyl)-6-ethoxy-8H-pyrido[2,3-d]pyrimidin-7-one), COCCC(CCOC)N (3-methoxy-1-(2-methoxy-ethyl)-propylamine), C(Cl)Cl (CH2Cl2), final solvent, C(Cl)Cl.CO.CC(=O)C (CH2Cl2 MeOH acetone). The solvent is ClCCCl (DCE). Yields the product C(C)OC1=CC2C(N=C(N=C2)NC(CCOC)CCOC)NC1=O (6-Ethoxy-2[3-methoxy-1 (2-methoxy-ethyl)-propylamino]-8,8a-dihydro-4aH-pyrido[2,3-d]pyrimidin-7-one). Yield: 44.3%. Reaction SMILES: C(S([C:8]1[N:9]=[CH:10][C:11]2[CH:17]=[C:16]([O:18][CH2:19][CH3:20])[C:15](=[O:21])[NH:14][C:12]=2[N:13]=1)(=O)=O)CCC.[CH3:22][O:23][CH2:24][CH2:25][CH:26]([NH2:31])[CH2:27][CH2:28][O:29][CH3:30].C(Cl)Cl.C(Cl)Cl.CO.CC(C)=O>ClCCCl>[CH2:19]([O:18][C:16]1[C:15](=[O:21])[NH:14][CH:12]2[N:13]=[C:8]([NH:31][CH:26]([CH2:27][CH2:28][O:29][CH3:30])[CH2:25][CH2:24][O:23][CH3:22])[N:9]=[CH:10][CH:11]2[CH:17]=1)[CH3:20] |f:3.4.5|. Reported procedure: A solution of compound 3B (50 mg, 0.16 mmol) and 3-methoxy-1-(2-methoxy-ethyl)-propylamine (140 mg, 0.96 mmol) in 1 ml DCE was heated to 85° C. for 72 hours. The reaction mixture was chromographed directly on a Supelco™ 2 g/12 ml silica column with gradient solvent of CH2Cl2 to a final solvent mixture of CH2Cl2:MeOH:acetone (94:3:3). Two additional chromatographies were required to provide 24 mg of 6-Ethoxy-2[3-methoxy-1 (2-methoxy-ethyl)-propylamino]-8,8a-dihydro-4aH-pyrido[2,3-d]pyrimidin-7-on... Reactants: CC1(C)OC2C(CO[Si](C)(C)C(C)(C)C)OC(n3cnc4c(Cl)ncnc43)C2O1, O=C([O-])O, [Li]CCCC, CCCC[Sn](Cl)(CCCC)CCCC, CC1(C)CCCC(C)(C)N1, [Cl-], [NH4+], [Na+], C1CCOC1, O. The product is CCCC[Sn](CCCC)(CCCC)c1nc(Cl)c2ncn(C3OC(CO[Si](C)(C)C(C)(C)C)C4OC(C)(C)OC43)c2n1. RXN SMILES: [C:16]([CH3:17])([CH3:18])([CH3:19])[Si:20]([O:21][CH2:22][CH:23]1[O:24][CH:25]([n:33]2[c:34]3[n:35][cH:36][n:37][c:38]([Cl:42])[c:39]3[n:40][cH:41]2)[CH:26]2[CH:27]1[O:28][C:29]([CH3:31])([CH3:32])[O:30]2)([CH3:43])[CH3:44].[C:61](=[O:62])([O-:63])[OH:64].[CH2:11]([Li:12])[CH2:13][CH2:14][CH3:15].[CH2:45]([CH2:46][CH2:47][CH3:48])[Sn:49]([CH2:50][CH2:51][CH2:52][CH3:53])([CH2:54][CH2:55][CH2:56][CH3:57])[Cl:58].[CH3:1][C:2]1([CH3:3])[CH2:4][CH2:5][CH2:6][C:7]([CH3:8])([CH3:9])[NH:10]1.[Cl-:59].[NH4+:60].[Na+:65].[O:66]1[CH2:67][CH2:68][CH2:69][CH2:70]1.[OH2:71]>>[C:16]([CH3:17])([CH3:18])([CH3:19])[Si:20]([O:21][CH2:22][CH:23]1[O:24][CH:25]([n:33]2[c:34]3[n:35][c:36]([Sn:49]([CH2:45][CH2:46][CH2:47][CH3:48])([CH2:50][CH2:51][CH2:52][CH3:53])[CH2:54][CH2:55][CH2:56][CH3:57])[n:37][c:38]([Cl:42])[c:39]3[n:40][cH:41]2)[CH:26]2[CH:27]1[O:28][C:29]([CH3:31])([CH3:32])[O:30]2)([CH3:43])[CH3:44]. The reactants are [N-]=C=O.[Na+] (sodium isocyanate), ClC1=CC=C(C(=O)N2C(=C(C3=CC(=CC=C23)OC)CNO)C)C=C1 (1-(4-chlorobenzoyl)-N-hydroxy-5-methoxy-2-methyl-1H-indole-3-methanamine), Cl (hydrochloric acid). Solvent: O1CCOCC1 (1,4-dioxane), O (water), C(C)(=O)OCC (ethyl acetate). Yields the product NC(=O)N(CC1=C(N(C2=CC=C(C=C12)OC)C(C1=CC=C(C=C1)Cl)=O)C)O (N-(aminocarbonyl)-1-(4-chlorobenzoyl)-N-hydroxy-5-methoxy-2-methyl-1H-indole-3-methanamine). Yield: 53.3%. Reaction SMILES: [Cl:1][C:2]1[CH:24]=[CH:23][C:5]([C:6]([N:8]2[C:16]3[C:11](=[CH:12][C:13]([O:17][CH3:18])=[CH:14][CH:15]=3)[C:10]([CH2:19][NH:20][OH:21])=[C:9]2[CH3:22])=[O:7])=[CH:4][CH:3]=1.[N-:25]=[C:26]=[O:27].[Na+].Cl>O1CCOCC1.O.C(OCC)(=O)C>[NH2:25][C:26]([N:20]([OH:21])[CH2:19][C:10]1[C:11]2[C:16](=[CH:15][CH:14]=[C:13]([O:17][CH3:18])[CH:12]=2)[N:8]([C:6](=[O:7])[C:5]2[CH:23]=[CH:24][C:2]([Cl:1])=[CH:3][CH:4]=2)[C:9]=1[CH3:22])=[O:27] |f:1.2|. Reported procedure: To a suspension of 1-(4-chlorobenzoyl)-N-hydroxy-5-methoxy-2-methyl-1H-indole-3-methanamine (500 mg, 1.45 mmol) in 30 ml of 1,4-dioxane and 15 ml of water at 0° C. is added sodium isocyanate (104 mg, 1.59 mmol) followed by 1.59 ml (1.59 mmol) of 1N hydrochloric acid. The reaction mixture is diluted with ethyl acetate and washed once with water, and finally with a saturated solution of sodium chloride. It is further dried over magnesium sulfate, filtered, and concentrated in vacuo. The crude resi... The reactants are O=C([O-])[O-], CN(C)C=O, ClCCBr, [K+], [K+], O, CCCOC(=O)c1cc2ccccc2cc1Oc1ccnc2cc(O)c(OC)cc12. Product: CCCOC(=O)c1cc2ccccc2cc1Oc1ccnc2cc(OCCCl)c(OC)cc12. Reaction SMILES: [C:35](=[O:36])([O-:37])[O-:38].[CH3:42][N:43]([CH3:44])[CH:45]=[O:46].[Cl:31][CH2:32][CH2:33][Br:34].[K+:39].[K+:40].[OH2:41].[OH:1][c:2]1[c:3]([O:29][CH3:30])[cH:4][c:5]2[c:6]([O:12][c:13]3[c:14]([C:23](=[O:24])[O:25][CH2:26][CH2:27][CH3:28])[cH:15][c:16]4[cH:17][cH:18][cH:19][cH:20][c:21]4[cH:22]3)[cH:7][cH:8][n:9][c:10]2[cH:11]1>>[O:1]([c:2]1[c:3]([O:29][CH3:30])[cH:4][c:5]2[c:6]([O:12][c:13]3[c:14]([C:23](=[O:24])[O:25][CH2:26][CH2:27][CH3:28])[cH:15][c:16]4[cH:17][cH:18][cH:19][cH:20][c:21]4[cH:22]3)[cH:7][cH:8][n:9][c:10]2[cH:11]1)[CH2:33][CH2:32][Cl:31].